Task: describe an organic reaction: reactants, conditions, products, and yield. Dataset: the Open Reaction Database (ORD), a public repository of structured organic reaction records The reactants are COC1=CC=CC=2N=C(NC21)C(F)(F)F (4-methoxy-2-trifluoromethylbenzimidazole), [H-].[Na+] (sodium hydride), CI (methyl iodide). The solvent is O1CCCC1 (tetrahydrofuran). Run at time 8 hour. The product is COC1=CC=CC2=C1N=C(N2C)C(F)(F)F (7-Methoxy-3-methyl-2-trifluoromethylbenzimidazole). Isolated yield 107.3%. As a reaction SMILES: [CH3:1][O:2][C:3]1[C:11]2[NH:10][C:9]([C:12]([F:15])([F:14])[F:13])=[N:8][C:7]=2[CH:6]=[CH:5][CH:4]=1.[H-].[Na+].[CH3:18]I>O1CCCC1>[CH3:1][O:2][C:3]1[C:11]2[N:10]=[C:9]([C:12]([F:15])([F:13])[F:14])[N:8]([CH3:18])[C:7]=2[CH:6]=[CH:5][CH:4]=1 |f:1.2|. Procedure details: To a solution of 4-methoxy-2-trifluoromethylbenzimidazole (1.4 g) in tetrahydrofuran (40 ml) under nitrogen was added sodium hydride (0.32 g; 60% dispersion in oil). The mixture was stirred for 20 minutes at room temperature before methyl iodide (1.35 g) was added. Stirring was continued overnight. The reaction was quenched by the addition of water (10 ml) and the solvent removed in vacuo. Ethyl acetate (50 ml) was added and the organic layer washed with saturated sodium bicarbonate solution (20... Reactants: COC=1C=C(CC(C(=O)OCC)C(=O)OCC)C=CC1OC (diethyl 3,4-di-(methoxy)-benzylmalonate), C(C1=CC(OC)=C(OC)C=C1)=O (veratraldehyde), diethyl 3,4-di-(methoxy)-benzylidene malonate, CC1(OC(=O)CC(=O)O1)C (Meldrum's acid). The solvent is C(C)N(CC)CC (triethylamine), C(C)N(CC)CC (triethylamine), C(=O)O (formic acid), C(=O)O (formic acid), C(C)O (ethanol). The product is COC=1C=C(CCC(=O)O)C=CC1OC (3,4-dimethoxyhydrocinnamic acid), COC=1C=C(CCC(=O)OCC)C=CC1OC (ethyl 3,4-di-(methoxy)-hydrocinnamate), final product. RXN SMILES: [CH3:1][O:2][C:3]1[CH:4]=[C:5]([CH:18]=[CH:19][C:20]=1[O:21][CH3:22])[CH2:6][CH:7](C(OCC)=O)[C:8]([O:10][CH2:11][CH3:12])=[O:9].C(=O)C1C=CC(OC)=C(OC)C=1.CC1(C)OC(=O)CC(=O)O1>C(O)C.C(N(CC)CC)C.C(O)=O>[CH3:1][O:2][C:3]1[CH:4]=[C:5]([CH:18]=[CH:19][C:20]=1[O:21][CH3:22])[CH2:6][CH2:7][C:8]([OH:10])=[O:9].[CH3:1][O:2][C:3]1[CH:4]=[C:5]([CH:18]=[CH:19][C:20]=1[O:21][CH3:22])[CH2:6][CH2:7][C:8]([O:10][CH2:11][CH3:12])=[O:9]. Procedure details: By boiling Meldrum's acid (formula III with R9 =R10 =methyl group) with veratraldehyde in an ethanolic medium in the presence of formic acid and triethylamine, monoethyl 3,4-di-(methoxy)-benzylmalonate was obtained. According to our experimental observation, diethyl 3,4-di-(methoxy)-benzylidene malonate could not be hydrogenated to diethyl 3,4-di-(methoxy)-benzylmalonate when using formic acid and triethylamine as reagents. Furtheron we have observed that by reacting veratraldehyde with Meldrum'... Starting materials: CSCCCS(=O)(=O)[O-], O=C(Cl)C(=O)Cl, ClCCl, [Na+]. Yields the product CSCCCS(=O)(=O)Cl. As a reaction SMILES: [CH3:1][S:2][CH2:3][CH2:4][CH2:5][S:6](=[O:7])(=[O:8])[O-:9].[Cl:11][C:12]([C:13]([Cl:14])=[O:15])=[O:16].[Cl:17][CH2:18][Cl:19].[Na+:10]>>[CH3:1][S:2][CH2:3][CH2:4][CH2:5][S:6](=[O:7])(=[O:9])[Cl:11]. Reactants: C(C)(C)(C)OC(=O)N1CCC(=CC1)C1=NC(=CC=C1)C1=CC=2C(CCC(C2C=C1)(C)C)(C)C (6-(5,5,8,8-tetramethyl-5,6,7,8-tetrahydronaphthalen-2-yl)-3′,6′-dihydro-2′H-2,4′-bipyridinyl-1′-carboxylic acid tert-butyl ester). The reagents and catalysts are [Pd] (Pd/C). Solvent: C(C)O (ethanol). The product is C(C)(C)(C)OC(=O)N1CCC(CC1)C1=NC(=CC=C1)C1=CC=2C(CCC(C2C=C1)(C)C)(C)C (6-(5,5,8,8-Tetramethyl-5,6,7,8-tetrahydronaphthalen-2-yl)-3′,4′,5′,6′-tetrahydro-2′H-2,4′-bipyridinyl-1′-carboxylic acid tert-butyl ester). As a reaction SMILES: [C:1]([O:5][C:6]([N:8]1[CH2:13][CH:12]=[C:11]([C:14]2[CH:19]=[CH:18][CH:17]=[C:16]([C:20]3[CH:29]=[CH:28][C:27]4[C:26]([CH3:31])([CH3:30])[CH2:25][CH2:24][C:23]([CH3:33])([CH3:32])[C:22]=4[CH:21]=3)[N:15]=2)[CH2:10][CH2:9]1)=[O:7])([CH3:4])([CH3:3])[CH3:2]>C(O)C.[Pd]>[C:1]([O:5][C:6]([N:8]1[CH2:9][CH2:10][CH:11]([C:14]2[CH:19]=[CH:18][CH:17]=[C:16]([C:20]3[CH:29]=[CH:28][C:27]4[C:26]([CH3:31])([CH3:30])[CH2:25][CH2:24][C:23]([CH3:33])([CH3:32])[C:22]=4[CH:21]=3)[N:15]=2)[CH2:12][CH2:13]1)=[O:7])([CH3:4])([CH3:2])[CH3:3]. Reported procedure: 52 mg (0.11 mmol) of 6-(5,5,8,8-tetramethyl-5,6,7,8-tetrahydronaphthalen-2-yl)-3′,6′-dihydro-2′H-2,4′-bipyridinyl-1′-carboxylic acid tert-butyl ester are dissolved in 20 ml of ethanol and hydrogenated using a Pd/C cartridge (10%, 30×4 mm) in an H Cube (Thales Nanotechnology). The solvent is subsequently distilled off. The reactants are C=Cc1c(N)nc(Cl)nc1C(=O)OC, COCCOC, CCOC(C)=O, CC1(C)OB(c2ccc(Cl)c(F)c2F)OC1(C)C, [Cs+], [F-], O, Cl[Pd]Cl, c1ccc(P(c2ccccc2)c2ccccc2)cc1, c1ccc(P(c2ccccc2)c2ccccc2)cc1. Product: C=Cc1c(N)nc(-c2ccc(Cl)c(F)c2F)nc1C(=O)OC. RXN SMILES: [CH3:1][O:2][C:3](=[O:4])[c:5]1[n:6][c:7]([Cl:14])[n:8][c:9]([NH2:13])[c:10]1[CH:11]=[CH2:12].[CH3:35][O:36][CH2:37][CH2:38][O:39][CH3:40].[CH3:42][CH2:43][O:44][C:45](=[O:46])[CH3:47].[Cl:15][c:16]1[c:17]([F:32])[c:18]([F:31])[c:19]([B:22]2[O:23][C:24]([CH3:25])([CH3:26])[C:27]([CH3:28])([CH3:29])[O:30]2)[cH:20][cH:21]1.[Cs+:34].[F-:33].[OH2:41].[Pd:48]([Cl:49])[Cl:50].[c:51]1([P:52]([c:53]2[cH:54][cH:55][cH:56][cH:57][cH:58]2)[c:59]2[cH:60][cH:61][cH:62][cH:63][cH:64]2)[cH:65][cH:66][cH:67][cH:68][cH:69]1.[c:70]1([P:71]([c:72]2[cH:73][cH:74][cH:75][cH:76][cH:77]2)[c:78]2[cH:79][cH:80][cH:81][cH:82][cH:83]2)[cH:84][cH:85][cH:86][cH:87][cH:88]1>>[CH3:1][O:2][C:3](=[O:4])[c:5]1[n:6][c:7](-[c:19]2[c:18]([F:31])[c:17]([F:32])[c:16]([Cl:15])[cH:21][cH:20]2)[n:8][c:9]([NH2:13])[c:10]1[CH:11]=[CH2:12].